From a dataset of the Open Reaction Database (ORD), a public repository of structured organic reaction records. describe an organic reaction: reactants, conditions, products, and yield The reactants are ClCCl, CN(C)C, Cl, O=C(Cl)c1ccc(NCCCCCCCCCCCCCCCC(F)(F)F)cc1, CCC(O)C(=O)OC. Yields the product CCC(OC(=O)c1ccc(NCCCCCCCCCCCCCCCC(F)(F)F)cc1)C(=O)OC. Reaction SMILES: [CH2:43]([Cl:44])[Cl:45].[CH3:39][N:40]([CH3:41])[CH3:42].[ClH:1].[F:2][C:3]([CH2:4][CH2:5][CH2:6][CH2:7][CH2:8][CH2:9][CH2:10][CH2:11][CH2:12][CH2:13][CH2:14][CH2:15][CH2:16][CH2:17][CH2:18][NH:19][c:20]1[cH:21][cH:22][c:23]([C:24](=[O:25])[Cl:26])[cH:27][cH:28]1)([F:29])[F:30].[OH:31][CH:32]([C:33](=[O:34])[O:35][CH3:36])[CH2:37][CH3:38]>>[F:2][C:3]([CH2:4][CH2:5][CH2:6][CH2:7][CH2:8][CH2:9][CH2:10][CH2:11][CH2:12][CH2:13][CH2:14][CH2:15][CH2:16][CH2:17][CH2:18][NH:19][c:20]1[cH:21][cH:22][c:23]([C:24](=[O:25])[O:31][CH:32]([C:33](=[O:34])[O:35][CH3:36])[CH2:37][CH3:38])[cH:27][cH:28]1)([F:29])[F:30]. Starting materials: CC#N, O=C=NS(=O)(=O)Cl, O, O=C1Nc2cc(F)ccc2C1C(=O)c1ccco1. Yields the product NC(=O)N1C(=O)C(C(=O)c2ccco2)c2ccc(F)cc21. RXN SMILES: [CH3:26][C:27]#[N:28].[Cl:19][S:20](=[O:21])(=[O:22])[N:23]=[C:24]=[O:25].[OH2:29].[o:1]1[c:2]([C:6](=[O:7])[CH:8]2[C:9](=[O:18])[NH:10][c:11]3[cH:12][c:13]([F:17])[cH:14][cH:15][c:16]32)[cH:3][cH:4][cH:5]1>>[o:1]1[c:2]([C:6](=[O:7])[CH:8]2[C:9](=[O:18])[N:10]([C:24]([NH2:23])=[O:25])[c:11]3[cH:12][c:13]([F:17])[cH:14][cH:15][c:16]32)[cH:3][cH:4][cH:5]1. Reactants: CNC(CNC(C1=CC(=CC(=C1)[N+](=O)[O-])C(=O)OC)=O)=O (N-(3-methoxycarbonyl-5-nitrobenzoyl)-glycine methylamide), O1CCOCC1 (dioxane), [OH-].[Na+] (sodium hydroxide). Run in O (water). Yields the product CNC(CNC(C1=CC(=CC(=C1)[N+](=O)[O-])C(=O)O)=O)=O (N-(3-carboxy-5-nitrobenzoyl)-glycine Methylamide). As a reaction SMILES: [CH3:1][NH:2][C:3](=[O:21])[CH2:4][NH:5][C:6](=[O:20])[C:7]1[CH:12]=[C:11]([N+:13]([O-:15])=[O:14])[CH:10]=[C:9]([C:16]([O:18]C)=[O:17])[CH:8]=1.O1CCOCC1.[OH-].[Na+]>O>[CH3:1][NH:2][C:3](=[O:21])[CH2:4][NH:5][C:6](=[O:20])[C:7]1[CH:12]=[C:11]([N+:13]([O-:15])=[O:14])[CH:10]=[C:9]([C:16]([OH:18])=[O:17])[CH:8]=1 |f:2.3|. Procedure: 443.0 g. (1.5 moles) of N-(3-methoxycarbonyl-5-nitrobenzoyl)-glycine methylamide in 5.5 l. of dioxane is agitated for 2 hours at room temperature with the addition of 3.3 l. of 0.5 N sodium hydroxide solution. Thereafter, 400 ml. of water is added to the reaction mixture, the dioxane is distilled off under vacuum, and the acid is precipitated with concentrated hydrochloric acid, vacuum-filtered, washed free of salt with water, and dried under vacuum at 70° C. Reaction SMILES: [CH3:1][O:2][C:3]1[CH:4]=[CH:5][C:6]2[C:10]([C:11](Cl)=[O:12])=[C:9]([C:14]3[CH:19]=[CH:18][C:17]([O:20][CH3:21])=[CH:16][CH:15]=3)[S:8][C:7]=2[CH:22]=1.[N:23]1([CH2:29][CH2:30][O:31][C:32]2[CH:37]=[CH:36][C:35]([Mg]Br)=[CH:34][CH:33]=2)[CH2:28][CH2:27][CH2:26][CH2:25][CH2:24]1>O1CCCC1>[CH3:1][O:2][C:3]1[CH:4]=[CH:5][C:6]2[C:10]([C:11]([C:35]3[CH:34]=[CH:33][C:32]([O:31][CH2:30][CH2:29][N:23]4[CH2:24][CH2:25][CH2:26][CH2:27][CH2:28]4)=[CH:37][CH:36]=3)=[O:12])=[C:9]([C:14]3[CH:19]=[CH:18][C:17]([O:20][CH3:21])=[CH:16][CH:15]=3)[S:8][C:7]=2[CH:22]=1. Reported procedure: To a solution of 6-methoxy-2-(4-methoxyphenyl)benzo[b]thiophene-3-carboxylic acid chloride (98.5 mg, 0.296 mmol) in tetrahydrofuran (3 ml) at 2° C. under nitrogen is added dropwise via syringe a solution of 4-[2-(1-piperidinyl)ethoxy]phenylmagnesium bromide (0.48 ml of 0.75 M solution, 0.36 mmol). The resulting mixture is stirred at that temperature for 16 hours, then quenched by addition of methyl alcohol. It is then partitioned between methylene chloride and saturated aqueous ammonium chloride... Solvent: O1CCCC1 (tetrahydrofuran). Reaction conditions: time 16 hour. The product is COC=1C=CC2=C(SC(=C2C(=O)C2=CC=C(C=C2)OCCN2CCCCC2)C2=CC=C(C=C2)OC)C1 ([6-Methoxy-2-(4-Methoxyphenyl)benzo[b]thien-3-yl]-[4-[2-(1-Piperidinyl)ethoxy]phenyl] Methanone). The reactants are COC=1C=CC2=C(SC(=C2C(=O)Cl)C2=CC=C(C=C2)OC)C1 (6-methoxy-2-(4-methoxyphenyl)benzo[b]thiophene-3-carboxylic acid chloride), N1(CCCCC1)CCOC1=CC=C(C=C1)[Mg]Br (4-[2-(1-piperidinyl)ethoxy]phenylmagnesium bromide). Starting materials: O (water), N[C@H]1[C@@H](CCC2=CC=CC=C12)N (Trans-1,2-diamino-1,2,3,4-tetrahydronaphthalene), C(=S)=S (carbon disulfide). The solvent is C(C)O (ethanol). The product is N1C(N[C@H]2[C@H]1C1=CC=CC=C1CC2)=S (trans-3a,4,5,9b-tetrahydronaphth[1,2-d]imidazoline-2-thione). Isolated yield 60.0%. As a reaction SMILES: [NH2:1][C@@H:2]1[C:11]2[C:6](=[CH:7][CH:8]=[CH:9][CH:10]=2)[CH2:5][CH2:4][C@H:3]1[NH2:12].O.[C:14](=S)=[S:15]>C(O)C>[NH:1]1[C@@H:2]2[C:11]3[C:6]([CH2:5][CH2:4][C@H:3]2[NH:12][C:14]1=[S:15])=[CH:7][CH:8]=[CH:9][CH:10]=3. Procedure: Trans-1,2-diamino-1,2,3,4-tetrahydronaphthalene (461 mg, 2.84 m mol) was dissolved in ethanol (8 ml), water (4 ml) was added to the solution, then carbon disulfide (190 μl, 3.17 m mol) was added thereto under stirring at room temperature. The mixture was heated under reflux for 4 hours and cooled in an ice-water bath. The crystals precipitating out were separated by filtration, washed with ether and dried in vacuum to give trans-3a,4,5,9b-tetrahydronaphth[1,2-d]imidazoline-2-thione (350 mg, 1.71... The reactants are FC(C(=O)O)(F)F.C(C1=CC=CC=C1)C1(CCN(CC1)CC1=CC=C(S1)C1=CC(N(S1(=O)=O)C(C)(C)C)=O)O (5-{5-[(4-benzyl-4-hydroxypiperidin-1-yl)methyl]2-thienyl}2-tertbutylisothiazol-3(2H)-one 1,1-dioxide trifluoroacetate), C(=O)(C(F)(F)F)O (TFA), C(C)(C)[SiH](C(C)C)C(C)C (triisopropylsilane). Product: FC(C(=O)O)(F)F.C(C1=CC=CC=C1)C1(CCN(CC1)CC1=CC=C(S1)C1=CC(NS1(=O)=O)=O)O (5-{5-[(4-benzyl-4-hydroxypiperidin-1-yl)methyl]2-thienyl}-isothiazol-3(2H)-one 1,1-dioxide trifluoroacetate). Isolated yield 61.0%. Reaction SMILES: [F:1][C:2]([F:7])([F:6])[C:3]([OH:5])=[O:4].[CH2:8]([C:15]1([OH:39])[CH2:20][CH2:19][N:18]([CH2:21][C:22]2[S:26][C:25]([C:27]3[S:31](=[O:33])(=[O:32])[N:30](C(C)(C)C)[C:29](=[O:38])[CH:28]=3)=[CH:24][CH:23]=2)[CH2:17][CH2:16]1)[C:9]1[CH:14]=[CH:13][CH:12]=[CH:11][CH:10]=1.C(O)(C(F)(F)F)=O.C([SiH](C(C)C)C(C)C)(C)C>>[F:1][C:2]([F:7])([F:6])[C:3]([OH:5])=[O:4].[CH2:8]([C:15]1([OH:39])[CH2:20][CH2:19][N:18]([CH2:21][C:22]2[S:26][C:25]([C:27]3[S:31](=[O:32])(=[O:33])[NH:30][C:29](=[O:38])[CH:28]=3)=[CH:24][CH:23]=2)[CH2:17][CH2:16]1)[C:9]1[CH:10]=[CH:11][CH:12]=[CH:13][CH:14]=1 |f:0.1,4.5|. Reported procedure: To 4.12-B in a microwave vial was added TFA (1.9 mL) and triisopropylsilane (0.06 mL). The reaction was microwave irradiated at 130° C. for 15 min. The solvents were evaporated and crude purified by reverse phase HPLC to afford 4.12-C (11 mg, 61%). 1H NMR (500 MHz, DMSO-d6): δ 9.24 (br s, 1H), 7.52 (d, J=8 Hz, 1H), 7.31 (d, J=8 Hz, 1H), 7.23 (m, 2H), 7.17 (m, 1H), 7.14 (m, 2H), 6.67 (s, 1H), 4.80 (br s, 1H), 4.55 (d, J=7 Hz, 2H), 3.18 (m, 2H), 3.08 (m, 2H), 2.67 (s, 2H), 1.63 (m, 2H), 1.56 (m, 2...